Task: describe an organic reaction: reactants, conditions, products, and yield. Dataset: the Open Reaction Database (ORD), a public repository of structured organic reaction records The reactants are BrBr, CC(=O)c1cc(F)cc(C#N)c1F, ClC(Cl)Cl. Yields the product N#Cc1cc(F)cc(C(=O)CBr)c1F. RXN SMILES: [Br:14][Br:15].[C:1]([CH3:2])(=[O:3])[c:4]1[c:5]([F:13])[c:6]([C:7]#[N:8])[cH:9][c:10]([F:12])[cH:11]1.[Cl:16][CH:17]([Cl:18])[Cl:19]>>[C:1]([CH2:2][Br:14])(=[O:3])[c:4]1[c:5]([F:13])[c:6]([C:7]#[N:8])[cH:9][c:10]([F:12])[cH:11]1. Starting materials: C(C)(=O)OCC#CCN1C(N(C(C1(C)C1=CC=C(C=C1)O)=O)C1=CC(=C(C=C1)Cl)Cl)=O (4-[1-(3,4-dichlorophenyl)-2,5-dioxo-4-(4-hydroxyphenyl)-4-methylimidazolidin-3-yl]-2-butynyl acetate), product. Solvent: C(C)O.Cl (ethanol HCl). Yields the product ClC=1C=C(C=CC1Cl)N1C(N(C(C1=O)(C)C1=CC=C(C=C1)O)CC#CCO)=O (1-(3,4-dichlorophenyl)-3-(4-hydroxy-2-butynyl)-4-(4-hydroxyphenyl)-4-methylimidazolidine-2,5-dione). The yield is 88.0%. As a reaction SMILES: C([O:4][CH2:5][C:6]#[C:7][CH2:8][N:9]1[C:13]([C:15]2[CH:20]=[CH:19][C:18]([OH:21])=[CH:17][CH:16]=2)([CH3:14])[C:12](=[O:22])[N:11]([C:23]2[CH:28]=[CH:27][C:26]([Cl:29])=[C:25]([Cl:30])[CH:24]=2)[C:10]1=[O:31])(=O)C>C(O)C.Cl>[Cl:30][C:25]1[CH:24]=[C:23]([N:11]2[C:12](=[O:22])[C:13]([C:15]3[CH:20]=[CH:19][C:18]([OH:21])=[CH:17][CH:16]=3)([CH3:14])[N:9]([CH2:8][C:7]#[C:6][CH2:5][OH:4])[C:10]2=[O:31])[CH:28]=[CH:27][C:26]=1[Cl:29] |f:1.2|. Procedure details: 500 mg 4-[1-(3,4-dichlorophenyl)-2,5-dioxo-4-(4-hydroxyphenyl)-4-methylimidazolidin-3-yl]-2-butynyl acetate (the product of Example 223) are dissolved in 10 mL of a 2 N ethanol/HCl mixture (70/30). The mixture is stirred under reflux for 3 hours then concentrated and dried under vacuum. 400 mg of a white solid are obtained (Yd=99%).